This data is from the Open Reaction Database (ORD), a public repository of structured organic reaction records. The task is: describe an organic reaction: reactants, conditions, products, and yield Reactants: O=P(Cl)(Cl)Cl (POCl3), ClC(CO)(Cl)Cl (2,2,2-trichloroethanol), Cl (HCl). Yields the product P(OCC(Cl)(Cl)Cl)(=O)(Cl)Cl (2,2,2-trichloroethyl phosphorodichloridate). The yield is 56.3%. Reaction SMILES: [O:1]=[P:2]([Cl:5])(Cl)[Cl:3].[Cl:6][C:7]([Cl:11])([Cl:10])[CH2:8][OH:9].Cl>>[P:2]([Cl:5])([Cl:3])(=[O:1])[O:9][CH2:8][C:7]([Cl:11])([Cl:10])[Cl:6]. Procedure: To 90 g (0.59 mol) of POCl3 at 25° C. was slowly added 72 g (0.48 mol) of 2,2,2-trichloroethanol over a two hour period. The mixture was heated and maintained at 100°-125° C. for 14 hours during which time 22 g (0.60 mol) of HCl was recovered in the water scrubber. The mixture was distilled to give 72 g (0.27 mol) of 2,2,2-trichloroethyl phosphorodichloridate, bp 84° C. at 3 mm (57% yield). Starting materials: [Br-].[Br-].[Br-].C(CCC)[N+](CCCC)(CCCC)CCCC.C(CCC)[N+](CCCC)(CCCC)CCCC.C(CCC)[N+](CCCC)(CCCC)CCCC (tetra-n-butylammonium tribromide), C(C)(C)C1=C(C=CC=C1)O (2-isopropylphenol), S(=O)([O-])[O-].[Na+].[Na+] (sodium sulfite). Solvent: C(Cl)(Cl)Cl (chloroform). The product is BrC1=CC(=C(C=C1)O)C(C)C (4-bromo-2-isopropylphenol). Yield: 179.9%. RXN SMILES: [CH:1]([C:4]1[CH:9]=[CH:8][CH:7]=[CH:6][C:5]=1[OH:10])([CH3:3])[CH3:2].[Br-:11].[Br-].[Br-].C([N+](CCCC)(CCCC)CCCC)CCC.C([N+](CCCC)(CCCC)CCCC)CCC.C([N+](CCCC)(CCCC)CCCC)CCC.S([O-])([O-])=O.[Na+].[Na+]>C(Cl)(Cl)Cl>[Br:11][C:8]1[CH:7]=[CH:6][C:5]([OH:10])=[C:4]([CH:1]([CH3:3])[CH3:2])[CH:9]=1 |f:1.2.3.4.5.6,7.8.9|. Procedure details: First, 20.4 g of 2-isopropylphenol and 750 ml of chloroform were charged into a reaction vessel, and 80 g of tetra-n-butylammonium tribromide was added at room temperature (about 20° C.) with stirring and the mixture was stirred at room temperature for additional 24 hours. To the reaction solution, 750 ml of a saturated sodium sulfite solution was added, and the mixture was shaken vigorously to concentrate the chloroform layer. To the residue, 500 ml of diethyl ether and 500 ml of 10% hydrochlor... The product is O=C(NOCc1ccccc1)c1ccc(N2CCC3(CC2)OCCO3)cc1. As a reaction SMILES: [CH2:21]([c:22]1[cH:23][cH:24][cH:25][cH:26][cH:27]1)[O:28][NH2:29].[CH2:37]([Cl:38])[Cl:39].[CH3:30][N:31]1[CH2:32][CH2:33][O:34][CH2:35][CH2:36]1.[ClH:20].[O:1]1[CH2:2][CH2:3][O:4][C:5]12[CH2:6][CH2:7][N:8]([c:11]1[cH:12][cH:13][c:14]([C:15](=[O:16])[OH:17])[cH:18][cH:19]1)[CH2:9][CH2:10]2>>[O:1]1[CH2:2][CH2:3][O:4][C:5]12[CH2:6][CH2:7][N:8]([c:11]1[cH:12][cH:13][c:14]([C:15](=[O:17])[NH:29][O:28][CH2:21][c:22]3[cH:23][cH:24][cH:25][cH:26][cH:27]3)[cH:18][cH:19]1)[CH2:9][CH2:10]2. Starting materials: NOCc1ccccc1, ClCCl, CN1CCOCC1, Cl, O=C(O)c1ccc(N2CCC3(CC2)OCCO3)cc1. Reactants: C(=O)(OCC1=CC=CC=C1)N([C@@H](C(C)C)C(=O)N([C@@H](CC1=CC(=C(C=C1)O)C(C)(C)C)C(=O)NOC)C)C (Z-N-Me-Val-N-Me-Tyr(3-tBu)-NHOMe), [H][H] (hydrogen). The reagents and catalysts are [OH-].[OH-].[Pd+2] (palladium hydroxide/carbon). Run in CO (MeOH). Product: N([C@@H](C(C)C)C(=O)N([C@@H](CC1=CC(=C(C=C1)O)C(C)(C)C)C(=O)NOC)C)C (N-Me-Val-N-Me-Tyr(3-tBu)-NHOMe). The yield is 99.2%. As a reaction SMILES: [C:1]([N:11](C)[C@H:12]([C:16]([N:18]([CH3:37])[C@H:19]([C:32]([NH:34][O:35][CH3:36])=[O:33])[CH2:20][C:21]1[CH:26]=[CH:25][C:24]([OH:27])=[C:23]([C:28]([CH3:31])([CH3:30])[CH3:29])[CH:22]=1)=[O:17])[CH:13]([CH3:15])[CH3:14])(OCC1C=CC=CC=1)=O.[H][H]>CO.[OH-].[OH-].[Pd+2]>[NH:11]([CH3:1])[C@H:12]([C:16]([N:18]([CH3:37])[C@H:19]([C:32]([NH:34][O:35][CH3:36])=[O:33])[CH2:20][C:21]1[CH:26]=[CH:25][C:24]([OH:27])=[C:23]([C:28]([CH3:29])([CH3:30])[CH3:31])[CH:22]=1)=[O:17])[CH:13]([CH3:15])[CH3:14] |f:3.4.5|. Reported procedure: To a solution of Z-N-Me-Val-N-Me-Tyr(3-tBu)-NHOMe (1.23 g, 2.33 mmol) in MeOH (20 ml), palladium hydroxide/carbon (350 mg) was added and stirred in a hydrogen atmosphere for 1 hour. Insoluble matters were removed by filtration with Celite and the filtrate was concentrated under reduced pressure to give crude N-Me-Val-N-Me-Tyr(3-tBu)-NHOMe (0.91 g). Reactants: Br, CCOC(=O)C(N)CSCc1ccccc1, C[N-]S(=O)(=O)c1ccc(C)cc1, CC(=O)O. The product is Br, CCOC(=O)C(CSCc1ccccc1)NC. RXN SMILES: [BrH:1].[CH2:14]([CH3:15])[O:16][C:17]([CH:18]([NH2:19])[CH2:20][S:21][CH2:22][c:23]1[cH:24][cH:25][cH:26][cH:27][cH:28]1)=[O:29].[CH3:2][N-:3][S:4]([c:5]1[cH:6][cH:7][c:8]([CH3:9])[cH:10][cH:11]1)(=[O:12])=[O:13].[CH3:30][C:31](=[O:32])[OH:33]>>[BrH:1].[CH3:2][NH:19][CH:18]([C:17]([O:16][CH2:14][CH3:15])=[O:29])[CH2:20][S:21][CH2:22][c:23]1[cH:24][cH:25][cH:26][cH:27][cH:28]1.